This data is from the Open Reaction Database (ORD), a public repository of structured organic reaction records. The task is: describe an organic reaction: reactants, conditions, products, and yield Reactants: CCS(N)(=O)=O, CS(C)=O, Cc1ccc(-c2c(Cl)ncnc2Cl)cc1, Cl, [K]. Product: CCS(=O)(=O)Nc1ncnc(Cl)c1-c1ccc(C)cc1. RXN SMILES: [CH2:17]([CH3:18])[S:19](=[O:20])(=[O:21])[NH2:22].[CH3:24][S:25]([CH3:26])=[O:27].[Cl:1][c:2]1[n:3][cH:4][n:5][c:6]([Cl:15])[c:7]1-[c:8]1[cH:9][cH:10][c:11]([CH3:14])[cH:12][cH:13]1.[ClH:23].[K:16]>>[c:2]1([NH:22][S:19]([CH2:17][CH3:18])(=[O:20])=[O:21])[n:3][cH:4][n:5][c:6]([Cl:15])[c:7]1-[c:8]1[cH:9][cH:10][c:11]([CH3:14])[cH:12][cH:13]1. Reactants: [Br-], C[S-], [Li+], COc1ccc(OC)c(C(=O)c2oc3ccc(Cl)cc3c2N)c1, [Na+], CN(C)C=O. Product: COc1ccc(O)c(C(=O)c2oc3ccc(Cl)cc3c2N)c1. Reaction SMILES: [Br-:28].[CH3:24][S-:25].[Li+:27].[NH2:1][c:2]1[c:3]([C:12]([c:13]2[c:14]([O:21][CH3:22])[cH:15][cH:16][c:17]([O:19][CH3:20])[cH:18]2)=[O:23])[o:4][c:5]2[c:6]1[cH:7][c:8]([Cl:11])[cH:9][cH:10]2.[Na+:26].[O:29]=[CH:30][N:31]([CH3:32])[CH3:33]>>[NH2:1][c:2]1[c:3]([C:12]([c:13]2[c:14]([OH:21])[cH:15][cH:16][c:17]([O:19][CH3:20])[cH:18]2)=[O:23])[o:4][c:5]2[c:6]1[cH:7][c:8]([Cl:11])[cH:9][cH:10]2. Reactants: COC1=CC=C(C=C1)C1C(=C(C2=CC=CC=C12)C1=CC2=C(C=C1)OCO2)C(=O)OCC (ethyl (RS)-1-(4-methoxyphenyl)-3-(3,4-methylenedioxyphenyl)-indene-2-carboxylate), COC1=CC=C(C=C1)C1C(C(C2=CC=CC=C12)C1=CC2=C(C=C1)OCO2)C(=O)[O-] (1-(4-Methoxyphenyl)-3-(3,4-methylenedioxyphenyl)indane-2-carboxylate). Reagents/catalysts: [Pd] (palladium on activated carbon). Run in CCO (EtOH). Reaction conditions: time 56 hour. Product: COC1=CC=C(C=C1)C1C(C(C2=CC=CC=C12)C1=CC2=C(C=C1)OCO2)C(=O)O (1-(4-Methoxyphenyl)-3-(3,4-methylenedioxyphenyl)indane-2-carboxylic acid). Isolated yield 95.0%. As a reaction SMILES: [CH3:1][O:2][C:3]1[CH:8]=[CH:7][C:6]([CH:9]2[C:17]3[C:12](=[CH:13][CH:14]=[CH:15][CH:16]=3)[CH:11]([C:18]3[CH:23]=[CH:22][C:21]4[O:24][CH2:25][O:26][C:20]=4[CH:19]=3)[CH:10]2[C:27]([O-:29])=[O:28])=[CH:5][CH:4]=1.COC1C=CC(C2C3C(=CC=CC=3)C(C3C=CC4OCOC=4C=3)=C2C(OCC)=O)=CC=1>CCO.[Pd]>[CH3:1][O:2][C:3]1[CH:8]=[CH:7][C:6]([CH:9]2[C:17]3[C:12](=[CH:13][CH:14]=[CH:15][CH:16]=3)[CH:11]([C:18]3[CH:23]=[CH:22][C:21]4[O:24][CH2:25][O:26][C:20]=4[CH:19]=3)[CH:10]2[C:27]([OH:29])=[O:28])=[CH:5][CH:4]=1. Procedure details: Ethyl (1RS, 2RS, 3SR)-1-(4-Methoxyphenyl)-3-(3,4-methylenedioxyphenyl)indane-2-carboxylate. To a solution of ethyl (RS)-1-(4-methoxyphenyl)-3-(3,4-methylenedioxyphenyl)-indene-2-carboxylate (0.72 g, 1.7 mmol) in EtOH (30 ml) was added 10% palladium on activated carbon (1 g). The resulting suspension was stirred under an atmosphere of H2 for 56 h and filtered. The filtrate was concentrated under reduced pressure to afford the title compound as a yellow solid (0.70 g, 95%), which was used without ... Reactants: [Br-], CC(=O)CC1(c2ccccc2)CCN(C(C)c2ccc(Br)cc2)C(=O)O1, C1CCOC1, C[Mg+]. Product: CC(c1ccc(Br)cc1)N1CCC(CC(C)(C)O)(c2ccccc2)OC1=O. RXN SMILES: [Br-:27].[Br:1][c:2]1[cH:3][cH:4][c:5]([CH:8]([CH3:9])[N:10]2[C:11](=[O:26])[O:12][C:13]([c:16]3[cH:17][cH:18][cH:19][cH:20][cH:21]3)([CH2:22][C:23]([CH3:24])=[O:25])[CH2:14][CH2:15]2)[cH:6][cH:7]1.[CH2:30]1[O:31][CH2:32][CH2:33][CH2:34]1.[CH3:28][Mg+:29]>>[Br:1][c:2]1[cH:3][cH:4][c:5]([CH:8]([CH3:9])[N:10]2[C:11](=[O:26])[O:12][C:13]([c:16]3[cH:17][cH:18][cH:19][cH:20][cH:21]3)([CH2:22][C:23]([CH3:24])([OH:25])[CH3:28])[CH2:14][CH2:15]2)[cH:6][cH:7]1. Starting materials: [H-].[Na+] (sodium hydride), NC1=C(C=CC(=C1)Cl)[N+](=O)[O-] (2-amino-4-chloro-1-nitrobenzene), CN(C=O)C (dimethylformamide), C1(=CC=CC=C1)S (thiophenol). The solvent is O (Water). Reaction conditions: time 3 hour. Yields the product NC1=C(C=CC(=C1)SC1=CC=CC=C1)[N+](=O)[O-] (2-amino-4-phenylthio-1-nitrobenzene). As a reaction SMILES: [H-].[Na+].CN(C)C=O.[C:8]1([SH:14])[CH:13]=[CH:12][CH:11]=[CH:10][CH:9]=1.[NH2:15][C:16]1[CH:21]=[C:20](Cl)[CH:19]=[CH:18][C:17]=1[N+:23]([O-:25])=[O:24]>O>[NH2:15][C:16]1[CH:21]=[C:20]([S:14][C:8]2[CH:13]=[CH:12][CH:11]=[CH:10][CH:9]=2)[CH:19]=[CH:18][C:17]=1[N+:23]([O-:25])=[O:24] |f:0.1|. Procedure details: 2.53 G. 57% sodium hydride in oil suspension in 20 ml. dimethylformamide is treated with 6.2 ml. thiophenol under nitrogen. 5.0 G. 2-amino-4-chloro-1-nitrobenzene is added and the mixture stirred for three hours. Water is added and the product filtered off and washed with water and hexane. Recrystallization from methanol gives pure 2-amino-4-phenylthio-1-nitrobenzene. Starting materials: COCCOC, Oc1ccc(C(F)(F)F)cn1, N#Cc1ccc(N(CCO)CC(F)(F)F)cc1C(F)(F)F. Reaction SMILES: [CH3:33][O:34][CH2:35][CH2:36][O:37][CH3:38].[F:22][C:23]([c:24]1[cH:25][cH:26][c:27]([OH:30])[n:28][cH:29]1)([F:31])[F:32].[OH:1][CH2:2][CH2:3][N:4]([c:5]1[cH:6][c:7]([C:13]([F:14])([F:15])[F:16])[c:8]([C:9]#[N:10])[cH:11][cH:12]1)[CH2:17][C:18]([F:19])([F:20])[F:21]>>[O:1]([CH2:2][CH2:3][N:4]([c:5]1[cH:6][c:7]([C:13]([F:14])([F:15])[F:16])[c:8]([C:9]#[N:10])[cH:11][cH:12]1)[CH2:17][C:18]([F:19])([F:20])[F:21])[c:27]1[cH:26][cH:25][c:24]([C:23]([F:22])([F:31])[F:32])[cH:29][n:28]1. Product: N#Cc1ccc(N(CCOc2ccc(C(F)(F)F)cn2)CC(F)(F)F)cc1C(F)(F)F. The reactants are CC(C)CNc1c([N+](=O)[O-])cnc2cc(Br)ccc12, CC(C)O, [Na+], [Na+], O, O=S([O-])S(=O)[O-]. The product is CC(C)CNc1c(N)cnc2cc(Br)ccc12. As a reaction SMILES: [Br:9][c:10]1[cH:11][cH:12][c:13]2[c:14]([NH:23][CH2:24][CH:25]([CH3:26])[CH3:27])[c:15]([N+:20]([O-:21])=[O:22])[cH:16][n:17][c:18]2[cH:19]1.[CH:29]([OH:30])([CH3:31])[CH3:32].[Na+:7].[Na+:8].[OH2:28].[S:1]([S:2]([O-:3])=[O:4])([O-:5])=[O:6]>>[Br:9][c:10]1[cH:11][cH:12][c:13]2[c:14]([NH:23][CH2:24][CH:25]([CH3:26])[CH3:27])[c:15]([NH2:20])[cH:16][n:17][c:18]2[cH:19]1.